From a dataset of the Open Reaction Database (ORD), a public repository of structured organic reaction records. describe an organic reaction: reactants, conditions, products, and yield Starting materials: C(C)(=O)C1=C(C=CC(=C1)C(C)(C)C)O (2-acetyl-4-tert-butylphenol), OCNC(CCl)=O (N-hydroxymethylchloroacetamide), ice water. Run in mixed solution, C(C)(=O)O (acetic acid), S(O)(O)(=O)=O (sulfuric acid). Conditions: temperature 60 celsius, time 2 hour. The product is C(C)(=O)C1=C(C(=CC(=C1)C(C)(C)C)CNC(CCl)=O)O (2-Acetyl-4-tert-butyl-6-(N-chloroacetylaminomethyl)phenol). Yield: 85.9%. Reaction SMILES: [C:1]([C:4]1[CH:9]=[C:8]([C:10]([CH3:13])([CH3:12])[CH3:11])[CH:7]=[CH:6][C:5]=1[OH:14])(=[O:3])[CH3:2].O[CH2:16][NH:17][C:18](=[O:21])[CH2:19][Cl:20]>C(O)(=O)C.S(=O)(=O)(O)O>[C:1]([C:4]1[CH:9]=[C:8]([C:10]([CH3:13])([CH3:12])[CH3:11])[CH:7]=[C:6]([CH2:16][NH:17][C:18](=[O:21])[CH2:19][Cl:20])[C:5]=1[OH:14])(=[O:3])[CH3:2]. Procedure: To 2.88 g of 2-acetyl-4-tert-butylphenol (prepared in Reference Example 2) dissolved in 20 ml of a mixed solution of glacial acetic acid and conc. sulfuric acid (10:1) were added 2.78 g of N-hydroxymethylchloroacetamide at room temperature and stirred at 60° C. for 2 hours. The reaction mixture was poured into 100 ml of ice-water, extracted with diethyl ether and the extract was washed with water and saturated brine successively, dried over magnesium sulfate anhydride and concentrated at reduced... Starting materials: ClC1=NC=CC(=C1)OC1=C(C=C(C(=C1)F)[N+](=O)[O-])F (2-chloro-4-(2,5-difluoro-4-nitrophenoxy)pyridine), [Cl-].[NH4+] (ammonium chloride). Reagents/catalysts: [Zn] (zinc). Solvent: C1CCOC1 (THF), CO (MeOH). Reaction conditions: time 2 hour. Product: ClC1=NC=CC(=C1)OC1=CC(=C(N)C=C1F)F (4-(2-chloropyridin-4-yloxy)-2,5-difluoroaniline). Yield: 590.1%. As a reaction SMILES: [Cl:1][C:2]1[CH:7]=[C:6]([O:8][C:9]2[CH:14]=[C:13]([F:15])[C:12]([N+:16]([O-])=O)=[CH:11][C:10]=2[F:19])[CH:5]=[CH:4][N:3]=1.[Cl-].[NH4+]>C1COCC1.CO.[Zn]>[Cl:1][C:2]1[CH:7]=[C:6]([O:8][C:9]2[C:10]([F:19])=[CH:11][C:12]([NH2:16])=[C:13]([F:15])[CH:14]=2)[CH:5]=[CH:4][N:3]=1 |f:1.2|. Reported procedure: A mixture of 2-chloro-4-(2,5-difluoro-4-nitrophenoxy)pyridine (3.57 g, 2.1 mmol), zinc dust (8.14 g, 125 mmol) and ammonium chloride (6.66 g, 125 mmol) in THF (160 mL) and MeOH (160 ml) was stirred at RT for 2 h. The reaction mixture was filtered and the filtrate was concentrated under reduced pressure. The crude product was partitioned between EtOAc (50 ml) and a mixture of water and saturated NaHCO3 (aq) (1:1; 50 ml). The mixture was extracted with EtOAc (2×50 ml). The combined organic extract... Starting materials: OCCCNC=1C=2N(C3=CC=C(C=C3N1)C(F)(F)F)C(=CN2)C=O (4-[(3-hydroxypropyl)amino]-7-(trifluoromethyl)imidazo[1,2-a]quinoxalin-1-carbaldehyde), C(=O)C=O (glyoxal), N1C=NC=C1 (imidazole), N (NH3). The solvent is CO (methanol). Conditions: temperature 0 celsius, time 8 hour. Yields the product N1C(=NC=C1)C1=CN=C2N1C1=CC=C(C=C1N=C2NCCCO)C(F)(F)F (3-{[1-(1H-imidazol-2-yl)-7-(trifluoromethyl)imidazo[1,2-a]quinoxalin-4-yl]amino}propan-1-ol). Isolated yield 18.0%. Reaction SMILES: [OH:1][CH2:2][CH2:3][CH2:4][NH:5][C:6]1[C:7]2[N:8]([C:20]([CH:23]=O)=[CH:21][N:22]=2)[C:9]2[C:14]([N:15]=1)=[CH:13][C:12]([C:16]([F:19])([F:18])[F:17])=[CH:11][CH:10]=2.C(C=O)=O.N.[NH:30]1[CH:34]=[CH:33][N:32]=C1>CO>[NH:30]1[CH:34]=[CH:33][N:32]=[C:23]1[C:20]1[N:8]2[C:9]3[C:14]([N:15]=[C:6]([NH:5][CH2:4][CH2:3][CH2:2][OH:1])[C:7]2=[N:22][CH:21]=1)=[CH:13][C:12]([C:16]([F:18])([F:17])[F:19])=[CH:11][CH:10]=3. Reported procedure: To a solution of 4-[(3-hydroxypropyl)amino]-7-(trifluoromethyl)imidazo[1,2-a]quinoxalin-1-carbaldehyde (35 mg, 0.10 mmol) in methanol (1.2 mL) was added glyoxal (40% in water, 15 μL, 0.10 mmol). The mixture was cooled at 0° C. and NH3 (2M in ethanol, 150 μL, 0.30 mmol) was added. The reaction was stirred at 25° C. under argon overnight. The reaction was followed by TLC that showed small conversion of the starting material in imidazole. The addition of reactants was repeated 4 times in 4 days, un... The reactants are [N+](=O)([O-])C1=CC=C(C=C1)C(C)=O (4'-nitroacetophenone), [OH-].[Na+] (NaOH), O (water), C(C1=CC=NC=C1)=O (isonicotinaldehyde). The solvent is O.CO (water methanol). Yields the product [N+](=O)([O-])C1=CC=C(C=C1)C(C=CC1=CC=NC=C1)=O (4'-nitro-3-(4-pyridyl)-acrylphenone). RXN SMILES: [N+:1]([C:4]1[CH:9]=[CH:8][C:7]([C:10](=[O:12])[CH3:11])=[CH:6][CH:5]=1)([O-:3])=[O:2].O.[CH:14](=O)[C:15]1[CH:20]=[CH:19][N:18]=[CH:17][CH:16]=1.[OH-].[Na+]>O.CO>[N+:1]([C:4]1[CH:5]=[CH:6][C:7]([C:10](=[O:12])[CH:11]=[CH:14][C:15]2[CH:20]=[CH:19][N:18]=[CH:17][CH:16]=2)=[CH:8][CH:9]=1)([O-:3])=[O:2] |f:3.4,5.6|. Reported procedure: 41.25 G. of 4'-nitroacetophenone are suspended in 500 ml. of water and heated at 70° C. with stirring. Then, 24 ml. of isonicotinaldehyde are added and the reaction mixture is treated three times at intervals of 30 minutes with 5 ml. each time of a 6% NaOH solution in water/methanol (2:1). Subsequently the reaction mixture is left to react at 70° C. for 8 hours. The crystals which form are filtered off, boiled up twice with 500 ml. of ethanol each time and subsequently washed with ether to yield... Reactants: COC(=O)C1=C(C=CC=C1)NC(\C=C\C1=CC(=CC=C1)[N+](=O)[O-])=O (trans-3-nitrocinnamic acid-N-(2-methoxycarbonyl-phenyl)-amide), [OH-].[Na+] (sodium hydroxide). Solvent: CO (methanol). Yields the product C(=O)(O)C1=C(C=CC=C1)NC(\C=C\C1=CC(=CC=C1)[N+](=O)[O-])=O (trans-3-nitrocinnamic acid-N-(2-carboxy-phenyl)-amide). RXN SMILES: C[O:2][C:3]([C:5]1[CH:10]=[CH:9][CH:8]=[CH:7][C:6]=1[NH:11][C:12](=[O:24])/[CH:13]=[CH:14]/[C:15]1[CH:20]=[CH:19][CH:18]=[C:17]([N+:21]([O-:23])=[O:22])[CH:16]=1)=[O:4].[OH-].[Na+]>CO>[C:3]([C:5]1[CH:10]=[CH:9][CH:8]=[CH:7][C:6]=1[NH:11][C:12](=[O:24])/[CH:13]=[CH:14]/[C:15]1[CH:20]=[CH:19][CH:18]=[C:17]([N+:21]([O-:23])=[O:22])[CH:16]=1)([OH:4])=[O:2] |f:1.2|. Procedure details: 500 mg (1.53 mmol) of trans-3-nitrocinnamic acid-N-(2-methoxycarbonyl-phenyl)-amide are stirred into a mixture of 20 ml of methanol and 8 ml of 2N sodium hydroxide solution for two hours at 50° C. Then the methanol is distilled off in vacuo, the residue is diluted with about 150 ml of water and adjusted to about pH 2.5 with stirring. The product which is then precipitated is suction filtered, washed with about 10 ml of water and dried. Starting materials: COC(C1=CC(=C(C=C1)Br)[N+](=O)[O-])=O (4-Bromo-3-nitro-benzoic acid methyl ester), IC1=CC=CC=C1 (iodobenzene). Reagents/catalysts: [Cu] (copper). Solvent: ClCCl (dichloromethane). Run at temperature 218 celsius. The product is COC(=O)C1=CC(=C(C=C1)C1=CC=CC=C1)[N+](=O)[O-] (2-Nitro-biphenyl-4-carboxylic acid methyl ester). Reaction SMILES: [CH3:1][O:2][C:3](=[O:14])[C:4]1[CH:9]=[CH:8][C:7](Br)=[C:6]([N+:11]([O-:13])=[O:12])[CH:5]=1.I[C:16]1[CH:21]=[CH:20][CH:19]=[CH:18][CH:17]=1>ClCCl.[Cu]>[CH3:1][O:2][C:3]([C:4]1[CH:9]=[CH:8][C:7]([C:16]2[CH:21]=[CH:20][CH:19]=[CH:18][CH:17]=2)=[C:6]([N+:11]([O-:13])=[O:12])[CH:5]=1)=[O:14]. Procedure: The product from Example 212a (0.100 g, 0.384 mmol) was combined with iodobenzene (0.375 mL, 3.35 mmol) and copper powder (0.188 g, 2.96 mmol) and the mixture heated in a sealed tube to 218° C. for 90 minutes. The reaction mixture was subsequently diluted with dichloromethane and filtered through celite. The crude product, obtained by concentration under vacuum, was purified by flash chromatography on silica gel (ethyl acetate-hexanes) to give the title compound (0.0847 g, 86